This data is from the Open Reaction Database (ORD), a public repository of structured organic reaction records. The task is: describe an organic reaction: reactants, conditions, products, and yield Reactants: COC1=C(C=C(C=C1)[N+](=O)[O-])NC=O (2-Methoxy-5-nitroformanilide), CSC.B (borane dimethyl sulphide), Cl (HCl), resultant mixture. Run in CO (methanol), C1CCOC1 (THF), CO (methanol), CCOCC (ether). The product is COC1=C(NC)C=C(C=C1)[N+](=O)[O-] (2-Methoxy-N-methyl-5-nitroaniline). Yield: 95.1%. RXN SMILES: [CH3:1][O:2][C:3]1[CH:8]=[CH:7][C:6]([N+:9]([O-:11])=[O:10])=[CH:5][C:4]=1[NH:12][CH:13]=O.CSC.B.Cl>C1COCC1.CCOCC.CO>[CH3:1][O:2][C:3]1[CH:8]=[CH:7][C:6]([N+:9]([O-:11])=[O:10])=[CH:5][C:4]=1[NH:12][CH3:13] |f:1.2|. Reported procedure: 2-Methoxy-5-nitroformanilide (D84) (0.80 g, 4.1 mmole) was stirred in dry THF (30 ml) under Ar as borane dimethyl sulphide complex (2M in toluene, 5.3 ml, 10.6 mmole) was added dropwise. The mixture was stirred at reflux for 3 h, cooled and treated with methanol (5 ml). The resultant mixture was stirred for 1 h, acidified (1M HCl in ether, 5 ml), and then stirred at reflux for 1 h. It was then diluted with methanol, evaporated in vacuo, and partitioned between dil. potassium hydroxide solution a...